From a dataset of the Open Reaction Database (ORD), a public repository of structured organic reaction records. describe an organic reaction: reactants, conditions, products, and yield Starting materials: COC1=C(C=CC2=C1CCCC(C2)N2CCN(CC2)CCO)[N+](=O)[O-] (2-[4-(1-Methoxy-2-nitro-6,7,8,9-tetrahydro-5H-benzocyclohepten-6-yl)-piperazin-1-yl]-ethanol). The reagents and catalysts are [Pd] (Pd/C). Run in C(C)O (Ethanol). Conditions: time 3.5 hour. The product is NC=1C=CC2=C(CCCC(C2)N2CCN(CC2)CCO)C1OC (2-[4-(2-Amino-1-methoxy-6,7,8,9-tetrahydro-5H-benzocyclohepten-6-yl)-piperazin-1-yl]-ethanol), solid. Isolated yield 99.0%. As a reaction SMILES: [CH3:1][O:2][C:3]1[C:8]2[CH2:9][CH2:10][CH2:11][CH:12]([N:14]3[CH2:19][CH2:18][N:17]([CH2:20][CH2:21][OH:22])[CH2:16][CH2:15]3)[CH2:13][C:7]=2[CH:6]=[CH:5][C:4]=1[N+:23]([O-])=O>C(O)C.[Pd]>[NH2:23][C:4]1[CH:5]=[CH:6][C:7]2[CH2:13][CH:12]([N:14]3[CH2:15][CH2:16][N:17]([CH2:20][CH2:21][OH:22])[CH2:18][CH2:19]3)[CH2:11][CH2:10][CH2:9][C:8]=2[C:3]=1[O:2][CH3:1]. Procedure: 2-[4-(1-Methoxy-2-nitro-6,7,8,9-tetrahydro-5H-benzocyclohepten-6-yl)-piperazin-1-yl]-ethanol (19.0 g, 54.4 mmol) was split into two batches and dissolved in a total of Ethanol (232 mL). 10% Pd/C (1.74 g, 1.64 mmol) was divided in half and the reaction was hydrogenated for 3-4 hours at 50 psi. Each reaction mixture was filtered through celite to remove Pd. The filtrates were combined and then concentrated and the title compound isolated as a foamy solid (17.25 g, 99% yield). 1H-NMR (400 MHz, CDCl... Starting materials: C(C=C)OC1CN(CCC1C1=CC=C(C=C1)OCCCOCC1=C(C=CC=C1)OC)C(=O)OC(C)(C)C (tert-butyl 3-allyloxy-4-{4-[3-(2-methoxybenzyloxy)propoxy]phenyl}piperidine-1-carboxylate), I(=O)(=O)(=O)[O-].[Na+] (sodium periodate). The reagents and catalysts are [Os](=O)(=O)(=O)=O (osmium tetroxide). The solvent is O1CCCC1.O (tetrahydrofuran water). Yields the product OCCOC1CN(CCC1C1=CC=C(C=C1)OCCCOCC1=C(C=CC=C1)OC)C(=O)OC(C)(C)C (tert-Butyl 3-(2-hydroxyethoxy)-4-{4-[3-(2-methoxybenzyloxy)propoxy]phenyl}piperidine-1-carboxylate), SiO2. As a reaction SMILES: [CH2:1]([O:4][CH:5]1[CH:10]([C:11]2[CH:16]=[CH:15][C:14]([O:17][CH2:18][CH2:19][CH2:20][O:21][CH2:22][C:23]3[CH:28]=[CH:27][CH:26]=[CH:25][C:24]=3[O:29][CH3:30])=[CH:13][CH:12]=2)[CH2:9][CH2:8][N:7]([C:31]([O:33][C:34]([CH3:37])([CH3:36])[CH3:35])=[O:32])[CH2:6]1)[CH:2]=C.I([O-])(=O)(=O)=[O:39].[Na+]>[Os](=O)(=O)(=O)=O.O1CCCC1.O>[OH:39][CH2:2][CH2:1][O:4][CH:5]1[CH:10]([C:11]2[CH:12]=[CH:13][C:14]([O:17][CH2:18][CH2:19][CH2:20][O:21][CH2:22][C:23]3[CH:28]=[CH:27][CH:26]=[CH:25][C:24]=3[O:29][CH3:30])=[CH:15][CH:16]=2)[CH2:9][CH2:8][N:7]([C:31]([O:33][C:34]([CH3:36])([CH3:35])[CH3:37])=[O:32])[CH2:6]1 |f:1.2,4.5|. Reported procedure: 8.54 g of tert-butyl 3-allyloxy-4-{4-[3-(2-methoxybenzyloxy)propoxy]phenyl}piperidine-1-carboxylate are initially charged in a 3:1 tetrahydrofuran/water mixture (52 ml) with stirring at room temperature and admixed with 2.07 ml of osmium tetroxide (2.5% by wt. in tert-BuOH). Subsequently, 9.00 g of sodium periodate are added in portions. The reaction mixture is stirred further over 2 hours. The reaction mixture is concentrated by evaporation. The residue is suspended in a 1:1 dichloromethane/met...